describe an organic reaction: reactants, conditions, products, and yield From a dataset of the Open Reaction Database (ORD), a public repository of structured organic reaction records. The reactants are O=C(Cl)C(=O)Cl, CSc1nc(Cl)c(C(=O)O)c(Cl)n1, ClCCl, CN(C)C=O. As a reaction SMILES: [Cl:14][C:15]([C:16]([Cl:17])=[O:18])=[O:19].[Cl:1][c:2]1[n:3][c:4]([S:12][CH3:13])[n:5][c:6]([Cl:11])[c:7]1[C:8](=[O:9])[OH:10].[Cl:25][CH2:26][Cl:27].[O:20]=[CH:21][N:22]([CH3:23])[CH3:24]>>[Cl:1][c:2]1[n:3][c:4]([S:12][CH3:13])[n:5][c:6]([Cl:11])[c:7]1[C:8](=[O:9])[Cl:14]. The product is CSc1nc(Cl)c(C(=O)Cl)c(Cl)n1.